From a dataset of the Open Reaction Database (ORD), a public repository of structured organic reaction records. describe an organic reaction: reactants, conditions, products, and yield Reaction SMILES: C[O-].[Na+].[C:4]([CH2:6][C:7]([NH2:9])=[O:8])#[N:5].[Cl:10][C:11]1[CH:16]=[CH:15][C:14]([C:17](=[CH:20]N(C)C)[CH:18]=O)=[CH:13][CH:12]=1.CC(OCC1C2C(=CC=CC=2)C(COC(C)=O)=C2C=1C=CC=C2)=O>CO.O>[C:4]([C:6]1[C:7](=[O:8])[NH:9][CH:18]=[C:17]([C:14]2[CH:15]=[CH:16][C:11]([Cl:10])=[CH:12][CH:13]=2)[CH:20]=1)#[N:5] |f:0.1|. Solvent: CO (methanol), O (water). Yields the product C(#N)C=1C(NC=C(C1)C1=CC=C(C=C1)Cl)=O (3-cyano-5-(4-chlorophenyl)-2-pyridinone). Starting materials: C[O-].[Na+] (sodium methoxide), C(#N)CC(=O)N (cyanoacetamide), CC(=O)OCC1=C2C=CC=CC2=C(C3=CC=CC=C31)COC(=O)C (acetic), ClC1=CC=C(C=C1)C(C=O)=CN(C)C (2-(4-chlorophenyl)-3-dimethylaminopropenal). Procedure details: To solution of sodium methoxide (7.52 g) in methanol (130 ml) was added cyanoacetamide (5.84 g) followed by 2-(4-chlorophenyl)-3-dimethylaminopropenal and the resulting suspension was refluxed overnight. During this time a yellow solid was formed. The mixture was cooled to room temperature and glacial acetic add (50 ml) was added followed by water (100 ml). The resulting yellow orange solid was filtered off, washed several times with water and dried to yield 8.1 g of 3-cyano-5-(4-chlorophenyl)-2... The reactants are Cn1c(C(F)(F)F)n[nH]c1=S, [Na+], [OH-], OO. Yields the product Cn1c(C(F)(F)F)n[nH]c1=O. RXN SMILES: [CH3:1][n:2]1[c:3](=[S:11])[nH:4][n:5][c:6]1[C:7]([F:8])([F:9])[F:10].[Na+:15].[OH-:14].[OH:12][OH:13]>>[CH3:1][n:2]1[c:3](=[O:12])[nH:4][n:5][c:6]1[C:7]([F:8])([F:9])[F:10]. The reactants are ClCC(=O)NC[C@H]1N(C[C@H](C1)SC(C1=CC=CC=C1)(C1=CC=CC=C1)C1=CC=CC=C1)C(=O)OCC1=CC=C(C=C1)[N+](=O)[O-] ((2S,4S)-2-(chloroacetylamino)methyl-1-(4-nitrobenzyloxycarbonyl)-4-(triphenylmethylthio)pyrrolidine), [O-]C#N.[K+] (potassium cyanate), C(C)(=O)OCC (ethyl acetate). Reagents/catalysts: [I-].C(CCC)[N+](CCCC)(CCCC)CCCC (tetra-n-butylammonium iodide). Solvent: C(C)#N (acetonitrile). Product: O=C1N(C(CN1)=O)C[C@H]1N(C[C@H](C1)SC(C1=CC=CC=C1)(C1=CC=CC=C1)C1=CC=CC=C1)C(=O)OCC1=CC=C(C=C1)[N+](=O)[O-] ((2S,4S)-2-(2,5-dioxoimidazolidin-1-yl)methyl-1-(4-nitrobenzyloxycarbonyl)-4-(triphenylmethylthio)pyrrolidine). The yield is 81.2%. As a reaction SMILES: Cl[CH2:2][C:3]([NH:5][CH2:6][C@@H:7]1[CH2:11][C@H:10]([S:12][C:13]([C:26]2[CH:31]=[CH:30][CH:29]=[CH:28][CH:27]=2)([C:20]2[CH:25]=[CH:24][CH:23]=[CH:22][CH:21]=2)[C:14]2[CH:19]=[CH:18][CH:17]=[CH:16][CH:15]=2)[CH2:9][N:8]1[C:32]([O:34][CH2:35][C:36]1[CH:41]=[CH:40][C:39]([N+:42]([O-:44])=[O:43])=[CH:38][CH:37]=1)=[O:33])=[O:4].[O-:45][C:46]#[N:47].[K+].C(OCC)(=O)C>[I-].C([N+](CCCC)(CCCC)CCCC)CCC.C(#N)C>[O:45]=[C:46]1[NH:47][CH2:2][C:3](=[O:4])[N:5]1[CH2:6][C@@H:7]1[CH2:11][C@H:10]([S:12][C:13]([C:26]2[CH:31]=[CH:30][CH:29]=[CH:28][CH:27]=2)([C:20]2[CH:25]=[CH:24][CH:23]=[CH:22][CH:21]=2)[C:14]2[CH:19]=[CH:18][CH:17]=[CH:16][CH:15]=2)[CH2:9][N:8]1[C:32]([O:34][CH2:35][C:36]1[CH:41]=[CH:40][C:39]([N+:42]([O-:44])=[O:43])=[CH:38][CH:37]=1)=[O:33] |f:1.2,4.5|. Procedure: A solution of (2S,4S)-2-(chloroacetylamino)methyl-1-(4-nitrobenzyloxycarbonyl)-4-(triphenylmethylthio)pyrrolidine (1.0 g), potassium cyanate (1.3 g) and tetra-n-butylammonium iodide (0.2 g) in acetonitrile (50 ml) was stirred at 60°-80° C. for 8 hours To a reaction mixture was added ethyl acetate (150 ml) and the organic layer was separated, washed with saturated aqueous sodium chloride, dried over anhydrous magnesium sulfate, and evaporated in vacuo. The resulting residue was chromatographed on... Starting materials: COC1=C(COCCCOC2=CC=C(C=C2)C2C(CNCC2)OCCOC2=C(C=CC=C2)CCC(=O)OC)C=CC=C1 (methyl 3-{2-[2-(4-{4-[3-(2-Methoxybenzyloxy)propoxy]phenyl}piperidin-3-yloxy)ethoxy]phenyl}propionate), Cl (HCl). The solvent is O1CCOCC1 (dioxane), [OH-].[Na+] (NaOH). Run at temperature 80 celsius, time 40 minute. The product is COC1=C(COCCCOC2=CC=C(C=C2)C2C(CNCC2)OCCOC2=C(C=CC=C2)CCC(=O)O)C=CC=C1 (3-{2-[2-(4-{4-[3-(2-methoxybenzyloxy)propoxy]phenyl}piperidin-3-yloxy)ethoxy]phenyl}propionic acid). As a reaction SMILES: [CH3:1][O:2][C:3]1[CH:42]=[CH:41][CH:40]=[CH:39][C:4]=1[CH2:5][O:6][CH2:7][CH2:8][CH2:9][O:10][C:11]1[CH:16]=[CH:15][C:14]([CH:17]2[CH2:22][CH2:21][NH:20][CH2:19][CH:18]2[O:23][CH2:24][CH2:25][O:26][C:27]2[CH:32]=[CH:31][CH:30]=[CH:29][C:28]=2[CH2:33][CH2:34][C:35]([O:37]C)=[O:36])=[CH:13][CH:12]=1.Cl>O1CCOCC1.[OH-].[Na+]>[CH3:1][O:2][C:3]1[CH:42]=[CH:41][CH:40]=[CH:39][C:4]=1[CH2:5][O:6][CH2:7][CH2:8][CH2:9][O:10][C:11]1[CH:12]=[CH:13][C:14]([CH:17]2[CH2:22][CH2:21][NH:20][CH2:19][CH:18]2[O:23][CH2:24][CH2:25][O:26][C:27]2[CH:32]=[CH:31][CH:30]=[CH:29][C:28]=2[CH2:33][CH2:34][C:35]([OH:37])=[O:36])=[CH:15][CH:16]=1 |f:3.4|. Procedure details: A mixture of 0.057 g of methyl 3-{2-[2-(4-{4-[3-(2-Methoxybenzyloxy)propoxy]phenyl}piperidin-3-yloxy)ethoxy]phenyl}propionate (Example 52) in 1 ml of dioxane and 0.2 ml of 2N NaOH is stirred at 80° C. over 40 minutes. The reaction mixture is cooled to room temperature and made neutral with 0.5N HCl. The mixture is subsequently extracted with ethyl acetate (3×). The combined organic phases are dried over sodium sulphate and concentrated by evaporation. The crude title compound is obtained as a ye...